This data is from the Open Reaction Database (ORD), a public repository of structured organic reaction records. The task is: describe an organic reaction: reactants, conditions, products, and yield The reactants are FC=1C=C2C(C(=CN(C2=C(C1)C)CC(F)(F)F)C(=O)OCC)=O (6-fluoro-1,4-dihydro-8-methyl-4-oxo-1-(2,2,2-trifluoroethyl)-3-quinolinecarboxylic acid, ethyl ester). The solvent is Cl (hydrochloric acid). The product is FC=1C=C2C(C(=CN(C2=C(C1)C)CC(F)(F)F)C(=O)O)=O (6-fluoro-1,4-dihydro-8-methyl-4-oxo-1-(2,2,2-trifluoroethyl)-3-quinolinecarboxylic acid). Yield: 104.7%. As a reaction SMILES: [F:1][C:2]1[CH:3]=[C:4]2[C:9](=[C:10]([CH3:12])[CH:11]=1)[N:8]([CH2:13][C:14]([F:17])([F:16])[F:15])[CH:7]=[C:6]([C:18]([O:20]CC)=[O:19])[C:5]2=[O:23]>Cl>[F:1][C:2]1[CH:3]=[C:4]2[C:9](=[C:10]([CH3:12])[CH:11]=1)[N:8]([CH2:13][C:14]([F:17])([F:16])[F:15])[CH:7]=[C:6]([C:18]([OH:20])=[O:19])[C:5]2=[O:23]. Procedure: A mixture of 38.0 g of 6-fluoro-1,4-dihydro-8-methyl-4-oxo-1-(2,2,2-trifluoroethyl)-3-quinolinecarboxylic acid, ethyl ester and 800 ml of 6N hydrochloric acid was heated at reflux for 1.5 hours; the reaction mass was cooled, filtered, washed with water, and dried to give 36.4 g of 6-fluoro-1,4-dihydro-8-methyl-4-oxo-1-(2,2,2-trifluoroethyl)-3-quinolinecarboxylic acid, m.p. 221°-223°. Reactants: FC1=CC=C(C#N)C=C1 (4-Fluorobenzonitrile), CC1CNCC(O1)C (2,6-dimethylmorpholine), 66B. Reaction SMILES: F[C:2]1[CH:9]=[CH:8][C:5]([C:6]#[N:7])=[CH:4][CH:3]=1.[CH3:10][CH:11]1[O:16][CH:15]([CH3:17])[CH2:14][NH:13][CH2:12]1>>[CH3:17][CH:15]1[O:16][CH:11]([CH3:10])[CH2:12][N:13]([C:2]2[CH:9]=[CH:8][C:5]([CH2:6][NH2:7])=[CH:4][CH:3]=2)[CH2:14]1. Procedure details: 4-Fluorobenzonitrile and 2,6-dimethylmorpholine were processed as described in Examples 66A and 66B to provide the title compound. The product is CC1CN(CC(O1)C)C1=CC=C(C=C1)CN ([4-(2,6-dimethylmorpholin-4-yl)phenyl]methylamine). Reactants: N1=CC(=CC=C1)CC=1C(NC(=NC1)SC)=O (5-(3-pyridylmethyl)-2-methylthio-4-pyrimidone), CC1=C(N=CN1)CSCCN (2-(5-methyl-4-imidazolylmethylthio)-ethylamine). The product is CC1=C(N=CN1)CSCCNC1=NC=C(C(N1)=O)CC=1C=NC=CC1 (2-[2-(5-methyl-4-imidazolylmethylthio)-ethylamino]-5-(3-pyridylmethyl)-4-pyrimidone). RXN SMILES: [N:1]1[CH:6]=[CH:5][CH:4]=[C:3]([CH2:7][C:8]2[C:9](=[O:16])[NH:10][C:11](SC)=[N:12][CH:13]=2)[CH:2]=1.[CH3:17][C:18]1[NH:22][CH:21]=[N:20][C:19]=1[CH2:23][S:24][CH2:25][CH2:26][NH2:27]>>[CH3:17][C:18]1[NH:22][CH:21]=[N:20][C:19]=1[CH2:23][S:24][CH2:25][CH2:26][NH:27][C:11]1[NH:10][C:9](=[O:16])[C:8]([CH2:7][C:3]2[CH:2]=[N:1][CH:6]=[CH:5][CH:4]=2)=[CH:13][N:12]=1. Reported procedure: An intimate mixture of 5-(3-pyridylmethyl)-2-methylthio-4-pyrimidone (6.55 g) and 2-(5-methyl-4-imidazolylmethylthio)-ethylamine (4.8 g) was heated at 130°-135° for 7 hours. The cool mixture was triturated with hot water to give 2-[2-(5-methyl-4-imidazolylmethylthio)-ethylamino]-5-(3-pyridylmethyl)-4-pyrimidone and this product was treated with dilute ethanolic HCl to give the title compound m.p. 237°-241° (ethanol-water) The solvent is O (water), C(C)O (ethanol). Reactants: [OH-].[Na+] (sodium hydroxide), O1C=C(SCC1)CC(=O)OCC (ethyl (5,6-dihydro-1,4-oxathiin-3-yl )acetate). RXN SMILES: [OH-].[Na+].[O:3]1[CH2:8][CH2:7][S:6][C:5]([CH2:9][C:10]([O:12]CC)=[O:11])=[CH:4]1>O.C(O)C>[O:3]1[CH2:8][CH2:7][S:6][C:5]([CH2:9][C:10]([OH:12])=[O:11])=[CH:4]1 |f:0.1|. Yield: 78.0%. The product is O1C=C(SCC1)CC(=O)O ((5,6-dihydro-1,4-oxathiin-3-yl )acetic acid). Run at temperature 60 celsius. Reported procedure: A solution of sodium hydroxide (3.2 g.) in water (18 cc.) is added to a solution of ethyl (5,6-dihydro-1,4-oxathiin-3-yl )acetate (13.4 g.) in ethanol (134 cc.). The reaction mixture is heated for one hour at 60° C. and is then concentrated to dryness under reduced pressure (20 mm.Hg). The resulting residue is taken up in water (250 cc.), and the mixture extracted with diethyl ether (200 cc.), decanted and the ether phase is discarded. The aqueous phase is acidified to pH 1 by addition of 4N hyd... Reactants: ClCCl, CCN(C(C)C)C(C)C, CCOc1cc(C(F)(F)F)ccc1C1=NC(c2ccc(Cl)cc2)C(c2ccc(Cl)cc2)N1C(=O)N1CCN(CCC#N)CC1, O=C(Cl)CCl, Cl. Yields the product CCOc1cc(C(F)(F)F)ccc1C1=NC(c2ccc(Cl)cc2)C(c2ccc(Cl)cc2)N1C(=O)N1CCN(C(=O)CCl)CC1. RXN SMILES: [CH2:60]([Cl:61])[Cl:62].[CH:46]([N:47]([CH:48]([CH3:49])[CH3:50])[CH2:51][CH3:52])([CH3:53])[CH3:54].[Cl:2][c:3]1[cH:4][cH:5][c:6]([CH:9]2[N:10]=[C:11]([c:33]3[c:34]([O:43][CH2:44][CH3:45])[cH:35][c:36]([C:39]([F:40])([F:41])[F:42])[cH:37][cH:38]3)[N:12]([C:21](=[O:22])[N:23]3[CH2:24][CH2:25][N:26]([CH2:29][CH2:30][C:31]#[N:32])[CH2:27][CH2:28]3)[CH:13]2[c:14]2[cH:15][cH:16][c:17]([Cl:20])[cH:18][cH:19]2)[cH:7][cH:8]1.[Cl:55][CH2:56][C:57](=[O:58])[Cl:59].[ClH:1]>>[Cl:2][c:3]1[cH:4][cH:5][c:6]([CH:9]2[N:10]=[C:11]([c:33]3[c:34]([O:43][CH2:44][CH3:45])[cH:35][c:36]([C:39]([F:40])([F:41])[F:42])[cH:37][cH:38]3)[N:12]([C:21](=[O:22])[N:23]3[CH2:24][CH2:25][N:26]([C:57]([CH2:56][Cl:55])=[O:58])[CH2:27][CH2:28]3)[CH:13]2[c:14]2[cH:15][cH:16][c:17]([Cl:20])[cH:18][cH:19]2)[cH:7][cH:8]1.